This data is from the Open Reaction Database (ORD), a public repository of structured organic reaction records. The task is: describe an organic reaction: reactants, conditions, products, and yield RXN SMILES: Cl.Br[C:3]1[CH:8]=[CH:7][N:6]=[CH:5][CH:4]=1.C(=O)([O-])O.[Na+].C([Li])CCC.[CH2:19]([N:26]1[CH2:30][C@H:29]([O:31][Si:32]([C:35]([CH3:38])([CH3:37])[CH3:36])([CH3:34])[CH3:33])[CH2:28][C@H:27]1[CH:39]=[O:40])[C:20]1[CH:25]=[CH:24][CH:23]=[CH:22][CH:21]=1>C(OCC)C.O>[CH2:19]([N:26]1[CH2:30][C@H:29]([O:31][Si:32]([C:35]([CH3:36])([CH3:37])[CH3:38])([CH3:34])[CH3:33])[CH2:28][C@H:27]1[CH:39]([C:3]1[CH:8]=[CH:7][N:6]=[CH:5][CH:4]=1)[OH:40])[C:20]1[CH:21]=[CH:22][CH:23]=[CH:24][CH:25]=1 |f:0.1,2.3|. Procedure details: A solution of 4-bromopyridine hydrochloride (18.57 g) in ethyl ether (50 ml) and water (50 ml) was neutralized with sodium hydrogen carbonate in water (50 ml). After stirring for 10 minutes, the mixture was extracted three times with ethyl ether. The combined organic layer was washed with brine, dried over magnesium sulfate and evaporated under reduced pressure to give a residue. To a solution of the residue in ethyl ether (300 ml) was added n-butyllithium (1.68N solution in n-hexane) (63 ml) un... Product: C(C1=CC=CC=C1)N1[C@@H](C[C@H](C1)O[Si](C)(C)C(C)(C)C)C(O)C1=CC=NC=C1 (1-{(2S,4R)-1-benzyl-4-(t-butyl-dimethylsilyloxy)pyrrolidin-2-yl}-1-(4-pyridyl)methanol). Solvent: C(C)OCC (ethyl ether), O (water), C(C)OCC (ethyl ether), O (water). Reactants: C(CCC)[Li] (n-butyllithium), Cl.BrC1=CC=NC=C1 (4-bromopyridine hydrochloride), C(C1=CC=CC=C1)N1[C@@H](C[C@H](C1)O[Si](C)(C)C(C)(C)C)C=O ((2S,4R)-1-benzyl-4-(t-butyldimethylsilyloxy)-2-formylpyrrolidine), C(O)([O-])=O.[Na+] (sodium hydrogen carbonate). The yield is 38.6%. Run at time 10 minute. The reactants are CC(C)(C)C(Br)C(=O)[O-], CC(C)c1ccc(N(CCCc2ccc(O)cc2)Cc2ccc(OC(F)(F)F)cc2)nc1, O=C(O)C(F)(F)F. Product: CC(C)c1ccc(N(CCCc2ccc(OCC(=O)O)cc2)Cc2ccc(OC(F)(F)F)cc2)nc1. As a reaction SMILES: [C:33]([CH3:35])([CH3:36])([CH:37]([Br:34])[C:38](=[O:39])[O-:40])[CH3:41].[CH:1]([CH3:2])([CH3:3])[c:4]1[cH:5][cH:6][c:7]([N:10]([CH2:11][CH2:12][CH2:13][c:14]2[cH:15][cH:16][c:17]([OH:20])[cH:18][cH:19]2)[CH2:21][c:22]2[cH:23][cH:24][c:25]([O:28][C:29]([F:30])([F:31])[F:32])[cH:26][cH:27]2)[n:8][cH:9]1.[F:42][C:43]([F:44])([F:45])[C:46]([OH:47])=[O:48]>>[CH:1]([CH3:2])([CH3:3])[c:4]1[cH:5][cH:6][c:7]([N:10]([CH2:11][CH2:12][CH2:13][c:14]2[cH:15][cH:16][c:17]([O:20][CH2:37][C:38](=[O:39])[OH:40])[cH:18][cH:19]2)[CH2:21][c:22]2[cH:23][cH:24][c:25]([O:28][C:29]([F:30])([F:31])[F:32])[cH:26][cH:27]2)[n:8][cH:9]1.